From a dataset of the Open Reaction Database (ORD), a public repository of structured organic reaction records. describe an organic reaction: reactants, conditions, products, and yield Starting materials: CCS(=O)(=O)N1CCC(c2c[nH]c3c(C(N)=O)cc(Br)cc23)CC1, COCCNCc1ccc(B(O)O)s1, [K+], [K+], O=C([O-])[O-], c1ccc(P(c2ccccc2)(c2ccccc2)[Pd](P(c2ccccc2)(c2ccccc2)c2ccccc2)(P(c2ccccc2)(c2ccccc2)c2ccccc2)P(c2ccccc2)(c2ccccc2)c2ccccc2)cc1. Yields the product CCS(=O)(=O)N1CCC(c2c[nH]c3c(C(N)=O)cc(-c4ccc(CNCCOC)s4)cc23)CC1. Reaction SMILES: [Br:15][c:16]1[cH:17][c:18]2[c:19]([CH:28]3[CH2:29][CH2:30][N:31]([S:34](=[O:35])(=[O:36])[CH2:37][CH3:38])[CH2:32][CH2:33]3)[cH:20][nH:21][c:22]2[c:23]([C:25](=[O:26])[NH2:27])[cH:24]1.[CH3:1][O:2][CH2:3][CH2:4][NH:5][CH2:6][c:7]1[cH:8][cH:9][c:10]([B:12]([OH:13])[OH:14])[s:11]1.[K+:39].[K+:40].[O-:41][C:42]([O-:43])=[O:44].[cH:45]1[cH:46][cH:47][c:48]([P:49]([Pd:50]([P:51]([c:52]2[cH:53][cH:54][cH:55][cH:56][cH:57]2)([c:58]2[cH:59][cH:60][cH:61][cH:62][cH:63]2)[c:64]2[cH:65][cH:66][cH:67][cH:68][cH:69]2)([P:70]([c:71]2[cH:72][cH:73][cH:74][cH:75][cH:76]2)([c:77]2[cH:78][cH:79][cH:80][cH:81][cH:82]2)[c:83]2[cH:84][cH:85][cH:86][cH:87][cH:88]2)[P:89]([c:90]2[cH:91][cH:92][cH:93][cH:94][cH:95]2)([c:96]2[cH:97][cH:98][cH:99][cH:100][cH:101]2)[c:102]2[cH:103][cH:104][cH:105][cH:106][cH:107]2)([c:108]2[cH:109][cH:110][cH:111][cH:112][cH:113]2)[c:114]2[cH:115][cH:116][cH:117][cH:118][cH:119]2)[cH:120][cH:121]1>>[CH3:1][O:2][CH2:3][CH2:4][NH:5][CH2:6][c:7]1[cH:8][cH:9][c:10](-[c:16]2[cH:17][c:18]3[c:19]([CH:28]4[CH2:29][CH2:30][N:31]([S:34](=[O:35])(=[O:36])[CH2:37][CH3:38])[CH2:32][CH2:33]4)[cH:20][nH:21][c:22]3[c:23]([C:25](=[O:26])[NH2:27])[cH:24]2)[s:11]1.